Dataset: the Open Reaction Database (ORD), a public repository of structured organic reaction records. Task: describe an organic reaction: reactants, conditions, products, and yield Procedure: [(3S,4S,5R,6S)-3,4,5-tribenzyloxy-6-[3-[[5-(4-fluorophenyl)-2-thienyl]methyl]-4-methyl-phenyl]-2-(hydroxymethyl)-6-methoxy-tetrahydropyran-2-yl]methanol 9j (130 mg, 0.17 mmol) was dissolved in 10 mL methanol, followed by addition of a solution (4 mL) of 2 M hydrochloric in ethyl acetate and Palladium/carbon (260 mg, 20%). The mixture was exchanged with H2 three times and stirred for 16 hours. Thereafter, the reaction mixture was filtered. The filtrate was concentrated under reduced pressure and ... Run at time 16 hour. As a reaction SMILES: C([O:8][C@H:9]1[C@H:14]([O:15]CC2C=CC=CC=2)[C@@H:13]([O:23]CC2C=CC=CC=2)[C@@:12]([C:33]2[CH:38]=[CH:37][C:36]([CH3:39])=[C:35]([CH2:40][C:41]3[S:42][C:43]([C:46]4[CH:51]=[CH:50][C:49]([F:52])=[CH:48][CH:47]=4)=[CH:44][CH:45]=3)[CH:34]=2)([O:31]C)[O:11][C:10]1([CH2:55]O)[CH2:53][OH:54])C1C=CC=CC=1>CO.C(OCC)(=O)C.[Pd]>[F:52][C:49]1[CH:48]=[CH:47][C:46]([C:43]2[S:42][C:41]([CH2:40][C:35]3[CH:34]=[C:33]([C@@:12]45[O:11][C@@:10]([CH2:53][OH:54])([CH2:55][O:31]4)[C@@H:9]([OH:8])[C@H:14]([OH:15])[C@H:13]5[OH:23])[CH:38]=[CH:37][C:36]=3[CH3:39])=[CH:45][CH:44]=2)=[CH:51][CH:50]=1. Solvent: CO (methanol), C(C)(=O)OCC (ethyl acetate), [Pd] (Palladium/carbon). Starting materials: C(C1=CC=CC=C1)O[C@@H]1C(O[C@@]([C@@H]([C@H]1OCC1=CC=CC=C1)OCC1=CC=CC=C1)(OC)C1=CC(=C(C=C1)C)CC=1SC(=CC1)C1=CC=C(C=C1)F)(CO)CO ([(3S,4S,5R,6S)-3,4,5-tribenzyloxy-6-[3-[[5-(4-fluorophenyl)-2-thienyl]methyl]-4-methyl-phenyl]-2-(hydroxymethyl)-6-methoxy-tetrahydropyran-2-yl]methanol), solution. The yield is 13.7%. Product: FC1=CC=C(C=C1)C1=CC=C(S1)CC=1C=C(C=CC1C)[C@]12[C@@H]([C@H]([C@@H]([C@](CO1)(O2)CO)O)O)O ((1S,2S,3S,4R,5S)-5-[3-[[5-(4-fluorophenyl)-2-thienyl]methyl]-4-methyl-phenyl]-1-(hydroxymethyl)-6,8-dioxabicyclo[3.2.1]octane-2,3,4-triol). Starting materials: CCCCO, C1CCC2=NCCCN2CC1, COCCOC, Nc1nc(OS(=O)(=O)C(F)(F)F)c([N+](=O)[O-])c(-c2ccco2)n1. Product: CCCCOc1nc(N)nc(-c2ccco2)c1[N+](=O)[O-]. RXN SMILES: [CH2:24]([CH2:25][CH2:26][CH3:27])[OH:28].[CH2:29]1[CH2:30][CH2:31][C:32]2=[N:37][CH2:36][CH2:35][CH2:34][N:33]2[CH2:38][CH2:39]1.[CH3:40][O:41][CH2:42][CH2:43][O:44][CH3:45].[NH2:1][c:2]1[n:3][c:4](-[c:19]2[o:20][cH:21][cH:22][cH:23]2)[c:5]([N+:16](=[O:17])[O-:18])[c:6]([O:8][S:9]([C:10]([F:11])([F:12])[F:13])(=[O:14])=[O:15])[n:7]1>>[NH2:1][c:2]1[n:3][c:4](-[c:19]2[o:20][cH:21][cH:22][cH:23]2)[c:5]([N+:16](=[O:17])[O-:18])[c:6]([O:8][CH2:24][CH2:25][CH2:26][CH3:27])[n:7]1. Starting materials: C(#N)C1=CC=C(CN(S(=O)(=O)C2=CC=C(C=C2)Cl)C2C3CCC(C2)C3O)C=C1 (N-(4-cyanobenzyl)-N-(7-hydroxybicyclo[2.2.1]heptan-2-yl)-4-chlorobenzenesulfonamide), NO (hydroxylamine), C(C)(=O)OCC (ethyl acetate). Solvent: C(C)O (ethanol), C(C)OC(OCC)OCC (triethylorthoformate). Product: O1N=C(N=C1)C1=CC=C(CN(S(=O)(=O)C2=CC=C(C=C2)Cl)C2C3CCC(C2)C3O)C=C1 (N-(4-(1,2,4-oxadiazol-3-yl)benzyl)-N-(7-hydroxybicyclo[2.2.1]heptan-2-yl)-4-chlorobenzenesulfonamide). Isolated yield 44.0%. Reaction SMILES: [C:1]([C:3]1[CH:28]=[CH:27][C:6]([CH2:7][N:8]([CH:19]2[CH2:24][CH:23]3[CH:25]([OH:26])[CH:20]2[CH2:21][CH2:22]3)[S:9]([C:12]2[CH:17]=[CH:16][C:15]([Cl:18])=[CH:14][CH:13]=2)(=[O:11])=[O:10])=[CH:5][CH:4]=1)#[N:2].[NH2:29]O.C([O:34][CH2:35]C)(=O)C>C(O)C.C(OC(OCC)OCC)C>[O:34]1[CH:35]=[N:29][C:1]([C:3]2[CH:4]=[CH:5][C:6]([CH2:7][N:8]([CH:19]3[CH2:24][CH:23]4[CH:25]([OH:26])[CH:20]3[CH2:21][CH2:22]4)[S:9]([C:12]3[CH:13]=[CH:14][C:15]([Cl:18])=[CH:16][CH:17]=3)(=[O:11])=[O:10])=[CH:27][CH:28]=2)=[N:2]1. Procedure: A mixture of N-(4-cyanobenzyl)-N-(7-hydroxybicyclo[2.2.1]heptan-2-yl)-4-chlorobenzenesulfonamide (380 mg, 0.91 mmol) and hydroxylamine (500 up was refluxed in 20 mL ethanol for 2 h. The reaction was concentrated and dried under high vacuum. A portion of the crude amide oxime (25 mg) which was obtained was refluxed in triethylorthoformate (2 mL) for 5 h. The reaction was diluted into 20 mL ethyl acetate, washed with brine, and purified by flash chromatography on 4 g silica gel with 0 to 30% ethyl... Reactants: ClC=1C=CC2=C(C(CCCN2C(C2=CN=C(C=C2)NC(C2=C(C=CC=C2)C)=O)=O)=O)C1 (7-chloro-5-oxo-1-[6-(2-methylbenzoylamino)nicotinoyl]-2,3,4,5-tetrahydro-1H-benzazepine), [BH4-].[Na+] (sodium borohydride), O (water). Solvent: CO (methanol). Run at time 1 hour. The product is ClC=1C=CC2=C(C(CCCN2C(C2=CN=C(C=C2)NC(C2=C(C=CC=C2)C)=O)=O)O)C1 (7-chloro-5-hydroxy-1-[6-(2-methylbenzoylamino)nicotinoyl]-2,3,4,5-tetrahydro-1H-benzazepine). Isolated yield 66.4%. RXN SMILES: [Cl:1][C:2]1[CH:3]=[CH:4][C:5]2[N:11]([C:12](=[O:29])[C:13]3[CH:18]=[CH:17][C:16]([NH:19][C:20](=[O:28])[C:21]4[CH:26]=[CH:25][CH:24]=[CH:23][C:22]=4[CH3:27])=[N:15][CH:14]=3)[CH2:10][CH2:9][CH2:8][C:7](=[O:30])[C:6]=2[CH:31]=1.[BH4-].[Na+].O>CO>[Cl:1][C:2]1[CH:3]=[CH:4][C:5]2[N:11]([C:12](=[O:29])[C:13]3[CH:18]=[CH:17][C:16]([NH:19][C:20](=[O:28])[C:21]4[CH:26]=[CH:25][CH:24]=[CH:23][C:22]=4[CH3:27])=[N:15][CH:14]=3)[CH2:10][CH2:9][CH2:8][CH:7]([OH:30])[C:6]=2[CH:31]=1 |f:1.2|. Procedure: To a solution of 7-chloro-5-oxo-1-[6-(2-methylbenzoylamino)nicotinoyl]-2,3,4,5-tetrahydro-1H-benzazepine (0.3 g) in methanol (5 ml) is added with stirring sodium borohydride (0.05 g) under ice-cooling, and the mixture is stirred at room temperature for one hour. To the reaction solution is added water, and the mixture is extracted with dichloromethane. The extract is washed with water, and dried over magnesium sulfate. The resultant is evaporated under reduced pressure to remove the solvent, and... Reactants: N1(CCCC2=CC=CC=C12)S(=O)(=O)C1=CC=C(C(=O)O)C=C1 (4-(3,4-dihydroquinolin-1(2H)-ylsulfonyl)benzoic acid), CC1=C(N=C(S1)N)C1=CC=CC=C1 (5-methyl-4-phenylthiazol-2-amine). Product: N1(CCCC2=CC=CC=C12)S(=O)(=O)C1=CC=C(C(=O)NC=2SC(=C(N2)C2=CC=CC=C2)C)C=C1 (4-(3,4-dihydroquinolin-1(2H)-ylsulfonyl)-N-(5-methyl-4-phenylthiazol-2-yl)benzamide). As a reaction SMILES: [N:1]1([S:11]([C:14]2[CH:22]=[CH:21][C:17]([C:18]([OH:20])=O)=[CH:16][CH:15]=2)(=[O:13])=[O:12])[C:10]2[C:5](=[CH:6][CH:7]=[CH:8][CH:9]=2)[CH2:4][CH2:3][CH2:2]1.[CH3:23][C:24]1[S:28][C:27]([NH2:29])=[N:26][C:25]=1[C:30]1[CH:35]=[CH:34][CH:33]=[CH:32][CH:31]=1>>[N:1]1([S:11]([C:14]2[CH:22]=[CH:21][C:17]([C:18]([NH:29][C:27]3[S:28][C:24]([CH3:23])=[C:25]([C:30]4[CH:35]=[CH:34][CH:33]=[CH:32][CH:31]=4)[N:26]=3)=[O:20])=[CH:16][CH:15]=2)(=[O:13])=[O:12])[C:10]2[C:5](=[CH:6][CH:7]=[CH:8][CH:9]=2)[CH2:4][CH2:3][CH2:2]1. Procedure: 4-(3,4-dihydroquinolin-1(2H)-ylsulfonyl)benzoic acid (1) (100 mg, 0.32 mmol) was treated with 5-methyl-4-phenylthiazol-2-amine (46 mg, 0.24 mmol) using method B. The residue was purified using flash chromatography eluting with 0-30% EtOAc in hexanes to give 4-(3,4-dihydroquinolin-1(2H)-ylsulfonyl)-N-(5-methyl-4-phenylthiazol-2-yl)benzamide as an off-white solid. Yield: 54 mg (46%). 1H-NMR: 8.19 (d, J=8.5 Hz, 2H), 7.74 (d, J=8.0 Hz, 2H), 7.68 (d, J=7.5 Hz, 2H), 7.61 (d, J=8.5 Hz, 1H) 7.50-7.34 (m... Starting materials: intermediate B1, O1C=C(C=C1)C1=CC=CC=2N1N=C(N2)N (5-(3-furyl)[1,2,4]triazolo[1,5-a]pyridin-2-amine), COC=1C=C(C(=O)Cl)C=C(C1)OC (3,5-dimethoxybenzoyl chloride). The product is O1C=C(C=C1)C1=CC=CC=2N1N=C(N2)NC(C2=CC(=CC(=C2)OC)OC)=O (N-[5-(3-furyl)[1,2,4]triazolo[1,5-a]pyridin-2-yl]-3,5-dimethoxybenzamide). RXN SMILES: [O:1]1[CH:5]=[CH:4][C:3]([C:6]2[N:11]3[N:12]=[C:13]([NH2:15])[N:14]=[C:10]3[CH:9]=[CH:8][CH:7]=2)=[CH:2]1.[CH3:16][O:17][C:18]1[CH:19]=[C:20]([CH:24]=[C:25]([O:27][CH3:28])[CH:26]=1)[C:21](Cl)=[O:22]>>[O:1]1[CH:5]=[CH:4][C:3]([C:6]2[N:11]3[N:12]=[C:13]([NH:15][C:21](=[O:22])[C:20]4[CH:24]=[C:25]([O:27][CH3:28])[CH:26]=[C:18]([O:17][CH3:16])[CH:19]=4)[N:14]=[C:10]3[CH:9]=[CH:8][CH:7]=2)=[CH:2]1. Procedure: The title compound was prepared following procedure described for intermediate B1, but starting from 5-(3-furyl)[1,2,4]triazolo[1,5-a]pyridin-2-amine ((A2), 50 mg; 0.25 mmol; 1.0 eq.) and 3,5-dimethoxybenzoyl chloride (60 mg; 0.30 mmol; 1.2 eq.) as a white powder (42.9 mg; 47%). HPLC, Rt: 3.51 min. (purity 95.3%). LC/MS, M+(ESI): 365.3, M−(ESI): 363.3. Reactants: BrCCBr, C=C, CCCC[N+](CCCC)(CCCC)Cc1ccccc1, [Cl-], [Cl-], ClCCl, [Na+], [OH-], Cc1cc(=O)oc2cc(O)ccc12. Product: Cc1cc(=O)oc2cc(OCCBr)ccc12. As a reaction SMILES: [Br:16][CH2:17][CH2:18][Br:19].[CH2:21]=[CH2:22].[CH2:24]([N+:25]([CH2:26][CH2:27][CH2:28][CH3:29])([CH2:30][CH2:31][CH2:32][CH3:33])[CH2:34][CH2:35][CH2:36][CH3:37])[c:38]1[cH:39][cH:40][cH:41][cH:42][cH:43]1.[Cl-:20].[Cl-:23].[Cl:44][CH2:45][Cl:46].[Na+:15].[OH-:14].[OH:1][c:2]1[cH:3][cH:4][c:5]2[c:6]([CH3:13])[cH:7][c:8](=[O:12])[o:9][c:10]2[cH:11]1>>[O:1]([c:2]1[cH:3][cH:4][c:5]2[c:6]([CH3:13])[cH:7][c:8](=[O:12])[o:9][c:10]2[cH:11]1)[CH2:18][CH2:17][Br:16]. As a reaction SMILES: [Br:1][C:2]1[CH:3]=[C:4]([C:9]([N:11]2[CH2:15][CH2:14][C:13]([C:16]3[CH:21]=[C:20]([Br:22])[C:19]([O:23]CC4C=CC(OC)=CC=4)=[C:18]([Br:33])[CH:17]=3)=[N:12]2)=[O:10])[CH:5]=[CH:6][C:7]=1[Cl:8].FC(F)(F)C(O)=O>ClCCl>[Br:1][C:2]1[CH:3]=[C:4]([C:9]([N:11]2[CH2:15][CH2:14][C:13]([C:16]3[CH:21]=[C:20]([Br:22])[C:19]([OH:23])=[C:18]([Br:33])[CH:17]=3)=[N:12]2)=[O:10])[CH:5]=[CH:6][C:7]=1[Cl:8]. Reactants: BrC=1C=C(C=CC1Cl)C(=O)N1N=C(CC1)C1=CC(=C(C(=C1)Br)OCC1=CC=C(C=C1)OC)Br ((3-Bromo-4-chlorophenyl)(3-(3,5-dibromo-4-(4-methoxybenzyloxy)phenyl)-4,5-dihydro-1H-pyrazol-1-yl)methanone), FC(C(=O)O)(F)F (trifluoroacetic acid). Isolated yield 66.6%. The product is BrC=1C=C(C=CC1Cl)C(=O)N1N=C(CC1)C1=CC(=C(C(=C1)Br)O)Br ((3-Bromo-4-chlorophenyl)(3-(3,5-dibromo-4-hydroxyphenyl)-4,5-dihydro-1H-pyrazol-1-yl)methanone). Reaction conditions: time 40 minute. Reported procedure: To a stirred solution of (3-bromo-4-chlorophenyl)(3-(3,5-dibromo-4-(4-methoxybenzyloxy)phenyl)-4,5-dihydro-1H-pyrazol-1-yl)methanone (F) (51.8 mg, 0.0788 mmol) in anhydrous dichloromethane (5 ml) under nitrogen was added trifluoroacetic acid (0.1 mL) and the solution was stirred at room temperature for 1 h 40 min. The solvent was evaporated and more dichloromethane was added to the residue and evaporated. The residue was then recrystallised from EtOAc-CH2Cl2 and the resulting solid was collected... The solvent is ClCCl (dichloromethane). Reaction SMILES: [Al+3:11].[CH2:16]1[O:17][CH2:18][CH2:19][CH2:20]1.[CH3:1][c:2]1[c:3]([C:8]#[N:9])[n:4][cH:5][cH:6][cH:7]1.[H-:10].[H-:13].[H-:14].[H-:15].[Li+:12]>>[CH3:1][c:2]1[c:3]([CH2:8][NH2:9])[n:4][cH:5][cH:6][cH:7]1. Reactants: [Al+3], C1CCOC1, Cc1cccnc1C#N, [H-], [H-], [H-], [H-], [Li+]. Product: Cc1cccnc1CN. Reactants: COCCOC, Cc1nc2ccc(Br)cc2c(=O)n1-c1ccc(OCCCN2CCCCC2)cc1, [Na+], [Na+], O=C([O-])[O-], OB(O)c1ccccc1, [Pd], c1ccc(P(c2ccccc2)c2ccccc2)cc1, c1ccc(P(c2ccccc2)c2ccccc2)cc1, c1ccc(P(c2ccccc2)c2ccccc2)cc1, c1ccc(P(c2ccccc2)c2ccccc2)cc1. Product: Cc1nc2ccc(-c3ccccc3)cc2c(=O)n1-c1ccc(OCCCN2CCCCC2)cc1. RXN SMILES: [CH2:45]([CH2:46][O:47][CH3:48])[O:49][CH3:50].[CH3:1][c:2]1[n:3][c:4]2[cH:5][cH:6][c:7]([Br:29])[cH:8][c:9]2[c:10](=[O:28])[n:11]1-[c:12]1[cH:13][cH:14][c:15]([O:18][CH2:19][CH2:20][CH2:21][N:22]2[CH2:23][CH2:24][CH2:25][CH2:26][CH2:27]2)[cH:16][cH:17]1.[Na+:39].[Na+:40].[O-:41][C:42](=[O:43])[O-:44].[OH:30][B:31]([OH:32])[c:33]1[cH:34][cH:35][cH:36][cH:37][cH:38]1.[Pd:127].[c:108]1([P:109]([c:110]2[cH:111][cH:112][cH:113][cH:114][cH:115]2)[c:116]2[cH:117][cH:118][cH:119][cH:120][cH:121]2)[cH:122][cH:123][cH:124][cH:125][cH:126]1.[c:51]1([P:52]([c:53]2[cH:54][cH:55][cH:56][cH:57][cH:58]2)[c:59]2[cH:60][cH:61][cH:62][cH:63][cH:64]2)[cH:65][cH:66][cH:67][cH:68][cH:69]1.[c:70]1([P:71]([c:72]2[cH:73][cH:74][cH:75][cH:76][cH:77]2)[c:78]2[cH:79][cH:80][cH:81][cH:82][cH:83]2)[cH:84][cH:85][cH:86][cH:87][cH:88]1.[c:89]1([P:90]([c:91]2[cH:92][cH:93][cH:94][cH:95][cH:96]2)[c:97]2[cH:98][cH:99][cH:100][cH:101][cH:102]2)[cH:103][cH:104][cH:105][cH:106][cH:107]1>>[CH3:1][c:2]1[n:3][c:4]2[cH:5][cH:6][c:7](-[c:33]3[cH:34][cH:35][cH:36][cH:37][cH:38]3)[cH:8][c:9]2[c:10](=[O:28])[n:11]1-[c:12]1[cH:13][cH:14][c:15]([O:18][CH2:19][CH2:20][CH2:21][N:22]2[CH2:23][CH2:24][CH2:25][CH2:26][CH2:27]2)[cH:16][cH:17]1.